From a dataset of the Open Reaction Database (ORD), a public repository of structured organic reaction records. describe an organic reaction: reactants, conditions, products, and yield Starting materials: O1CCN(CC1)CCO (2-morpholinoethanol), CCN(C(C)C)C(C)C (DIEA), S(=O)(=O)(C)Cl (Mesylchloride). The solvent is ClCCl (dichloromethane), ClCCl (dichloromethane). Conditions: time 15 hour. The product is CS(=O)(=O)OCCN1CCOCC1 (2-morpholinoethyl methanesulfonate). As a reaction SMILES: [O:1]1[CH2:6][CH2:5][N:4]([CH2:7][CH2:8][OH:9])[CH2:3][CH2:2]1.CCN(C(C)C)C(C)C.[S:19](Cl)([CH3:22])(=[O:21])=[O:20]>ClCCl>[CH3:22][S:19]([O:9][CH2:8][CH2:7][N:4]1[CH2:5][CH2:6][O:1][CH2:2][CH2:3]1)(=[O:21])=[O:20]. Reported procedure: A flask was charged with 2-morpholinoethanol (1.0 g, 7.1 mmol), DIEA (2.4 mL, 14 mmol) and dichloromethane (100 mL). Mesylchloride (0.64 mL, 8.3 mmol) was added in a dropwise fashion to the dichloromethane mixture and the reaction mixture was stirred at room temperature for 15 hours. Concentration of the reaction mixture gave rise to a quantitative yield of 2-morpholinoethyl methanesulfonate, which was used in the next step without any without further purification. EI (MS); 210 (MH+). The reactants are BrCc1ccccc1, CCCC[N+](CCCC)(CCCC)CCCC, [F-], O, O=C(O)c1cc(-c2ccc(F)cc2F)ccc1O. Yields the product O=C(OCc1ccccc1)c1cc(-c2ccc(F)cc2F)ccc1O. Reaction SMILES: [CH2:1]([c:2]1[cH:3][cH:4][cH:5][cH:6][cH:7]1)[Br:8].[CH2:29]([N+:30]([CH2:31][CH2:32][CH2:33][CH3:34])([CH2:35][CH2:36][CH2:37][CH3:38])[CH2:39][CH2:40][CH2:41][CH3:42])[CH2:43][CH2:44][CH3:45].[F-:28].[OH2:27].[OH:9][C:10](=[O:11])[c:12]1[cH:13][c:14](-[c:19]2[cH:20][cH:21][c:22]([F:23])[cH:24][c:25]2[F:26])[cH:15][cH:16][c:17]1[OH:18]>>[CH2:1]([c:2]1[cH:3][cH:4][cH:5][cH:6][cH:7]1)[O:9][C:10](=[O:11])[c:12]1[cH:13][c:14](-[c:19]2[cH:20][cH:21][c:22]([F:23])[cH:24][c:25]2[F:26])[cH:15][cH:16][c:17]1[OH:18].